This data is from the Open Reaction Database (ORD), a public repository of structured organic reaction records. The task is: describe an organic reaction: reactants, conditions, products, and yield Reactants: ClC(Cl)(Cl)Cl, O=[N+]([O-])c1ccccc1SCl, [NH4+], [OH-]. The product is NSc1ccccc1[N+](=O)[O-]. Reaction SMILES: [C:14]([Cl:15])([Cl:16])([Cl:17])[Cl:18].[N+:1](=[O:2])([O-:3])[c:4]1[c:5]([S:10][Cl:11])[cH:6][cH:7][cH:8][cH:9]1.[NH4+:12].[OH-:13]>>[N+:1](=[O:2])([O-:3])[c:4]1[c:5]([S:10][NH2:12])[cH:6][cH:7][cH:8][cH:9]1. Starting materials: [C-]#N.[K+] (KCN), C[Si](C=1C=C(CBr)C=CC1)(C)C (m-trimethylsilylbenzylbromide). The reagents and catalysts are C(CCC)N(CCCC)CCCC (tributylamine). Run in O (water). Reaction conditions: time 8 hour. The product is C[Si](C=1C=C(CC#N)C=CC1)(C)C (m-Trimethylsilylbenzylcyanide). Yield: 55.0%. As a reaction SMILES: [C-:1]#[N:2].[K+].[CH3:4][Si:5]([CH3:15])([CH3:14])[C:6]1[CH:7]=[C:8]([CH:11]=[CH:12][CH:13]=1)[CH2:9]Br>C(N(CCCC)CCCC)CCC.O>[CH3:4][Si:5]([CH3:15])([CH3:14])[C:6]1[CH:7]=[C:8]([CH:11]=[CH:12][CH:13]=1)[CH2:9][C:1]#[N:2] |f:0.1|. Procedure: A mixture of KCN (5.5 g, 84 mmol), m-trimethylsilylbenzylbromide (5.31 g, 21.8 mmol), tributylamine (0.11 g, 0.59 mmol) and water (12.5 cm3) was stirred overnight. The product was extracted with dichloromethane (3×30 cm3), the extract was filtered through a silica plug (5g) and the solvent was removed under reduced pressure. The residue was distilled to give the product (2.27 g, 55%) as a colorless liquid. Starting materials: ClC1=CC=C(C(=O)N2C[C@@H](CC2)NC2=CC=C(C=C2)/C=C/C(=O)NOC2OCCCC2)C=C1 ((2E)-3-(4-{[(3R)-1-(4-chlorobenzoyl)-3-pyrrolidinyl]amino}phenyl)-N-(tetrahydro-2H-pyran-2-yloxy)acrylamide), CO.Cl (hydrogen chloride methanol), CC#N (CH3CN). Solvent: CO (MeOH). Conditions: time 1 hour. Yields the product Cl.ClC1=CC=C(C(=O)N2C[C@@H](CC2)NC2=CC=C(C=C2)/C=C/C(=O)NO)C=C1 ((2E)-3-(4-{[(3R)-1-(4-chlorobenzoyl)-3-pyrrolidinyl]amino}phenyl)-N-hydroxyacrylamide hydrochloride). Yield: 187.7%. Reaction SMILES: [Cl:1][C:2]1[CH:33]=[CH:32][C:5]([C:6]([N:8]2[CH2:12][CH2:11][C@@H:10]([NH:13][C:14]3[CH:19]=[CH:18][C:17](/[CH:20]=[CH:21]/[C:22]([NH:24][O:25]C4CCCCO4)=[O:23])=[CH:16][CH:15]=3)[CH2:9]2)=[O:7])=[CH:4][CH:3]=1.CO.Cl.CC#N>CO>[ClH:1].[Cl:1][C:2]1[CH:3]=[CH:4][C:5]([C:6]([N:8]2[CH2:12][CH2:11][C@@H:10]([NH:13][C:14]3[CH:19]=[CH:18][C:17](/[CH:20]=[CH:21]/[C:22]([NH:24][OH:25])=[O:23])=[CH:16][CH:15]=3)[CH2:9]2)=[O:7])=[CH:32][CH:33]=1 |f:1.2,5.6|. Procedure: To a solution of (2E)-3-(4-{[(3R)-1-(4-chlorobenzoyl)-3-pyrrolidinyl]amino}phenyl)-N-(tetrahydro-2H-pyran-2-yloxy)acrylamide (76 mg) in MeOH (1.3 mL) was added hydrogen chloride methanol reagent 10 (0.32 mL, Tokyo Kasei), and the mixture was stirred at ambient temperature for 1 hour. To the reaction mixture was added CH3CN and the solvent was removed in vacuo. Obtained colorless solid was triturated with CH3CN to give (2E)-3-(4-{[(3R)-1-(4-chlorobenzoyl)-3-pyrrolidinyl]amino}phenyl)-N-hydroxyacr... The reactants are C(C1=CC=CC=C1)OC=1C=C(N=NC1OCC1=CC=CC=C1)C(=O)OCC (Ethyl 5,6-bis(benzyloxy)pyridazine-3-carboxylate), C(C1=CC=CC=C1)OC=1C=C(N=NC1OCC1=CC=CC=C1)C(=O)OCC (Ethyl 5,6-bis(benzyloxy)pyridazine-3-carboxylate), [H-].C(C(C)C)[Al+]CC(C)C (di-isobutyl-aluminium hydride). Solvent: C1CCOC1 (THF), C1CCOC1 (THF). Run at temperature 2.5 celsius, time 2 hour. Yields the product C(C1=CC=CC=C1)OC=1C=C(N=NC1OCC1=CC=CC=C1)C=O (5,6-bis(benzyloxy)pyridazine-3-carbaldehyde). Yield: 86.8%. RXN SMILES: [CH2:1]([O:8][C:9]1[CH:10]=[C:11]([C:23](OCC)=[O:24])[N:12]=[N:13][C:14]=1[O:15][CH2:16][C:17]1[CH:22]=[CH:21][CH:20]=[CH:19][CH:18]=1)[C:2]1[CH:7]=[CH:6][CH:5]=[CH:4][CH:3]=1.[H-].C([Al+]CC(C)C)C(C)C>C1COCC1>[CH2:1]([O:8][C:9]1[CH:10]=[C:11]([CH:23]=[O:24])[N:12]=[N:13][C:14]=1[O:15][CH2:16][C:17]1[CH:22]=[CH:21][CH:20]=[CH:19][CH:18]=1)[C:2]1[CH:7]=[CH:6][CH:5]=[CH:4][CH:3]=1 |f:1.2|. Procedure: Ethyl 5,6-bis(benzyloxy)pyridazine-3-carboxylate (Intermediate 62; 3.8 g, 10.43 mmol) was dissolved in THF (95 ml) and cooled to 0-5° C. under nitrogen atmosphere. A solution of di-isobutyl-aluminium hydride in THF (1 M, 21 ml, 20.8 mmol) was added at 0-5° C. and reaction mixture was stirred at room temperature for 2 hours. Upon completion the reaction was quenched by the addition of ethyl acetate and then saturated aqueous ammonium chloride solution. The resulting mass was filtered and extracte... Reactants: FC(F)(F)C=1NC2=CC=CC=C2C1SC(F)(F)F (trifluoromethyl -3-[(trifluoromethyl)thio]indole), OO (hydrogen peroxide). The solvent is C(C)(=O)O (acetic acid). Run at temperature 50 celsius. Product: FC(C=1NC2=CC=CC=C2C1S(=O)C(F)(F)F)(F)F (2-(Trifluoromethyl)-3-[(trifluoromethyl)-sulfinyl]indole). Yield: 50.0%. As a reaction SMILES: [F:1][C:2]([C:5]1[NH:6][C:7]2[C:12]([C:13]=1[S:14][C:15]([F:18])([F:17])[F:16])=[CH:11][CH:10]=[CH:9][CH:8]=2)([F:4])[F:3].[OH:19]O>C(O)(=O)C>[F:3][C:2]([F:1])([F:4])[C:5]1[NH:6][C:7]2[C:12]([C:13]=1[S:14]([C:15]([F:16])([F:17])[F:18])=[O:19])=[CH:11][CH:10]=[CH:9][CH:8]=2. Reported procedure: A mixture of 2-(trifluoromethyl -3-[(trifluoromethyl)thio]indole (0.96 g, 3.36 mmole) and 30% hydrogen peroxide (1.15 mL, 10.1 mmole) in acetic acid is heated at 50° C. for 16 hours, cooled to room temperature, poured onto water and filtered. The filter cake is air-dried to give the title product as a colorless solid, 0.535 g (50% yield), mp 183°-185° C., identified by IR, 1HNMR, 13CNMR, 19FNMR and mass spectral analyses. Starting materials: C(C)OC(CN1C=CC(C=C1)=O)=O ((4-oxo-4H-pyridin-1-yl)-acetic acid ethyl ester), O.NN (hydrazine hydrate). Run in C(C)O (ethanol). Product: O=C1C=CN(C=C1)CC(=O)NN ((4-Oxo-4H-pyridin-1-yl)-acetic acid hydrazide), solid. Isolated yield 98.0%. RXN SMILES: C([O:3][C:4](=O)[CH2:5][N:6]1[CH:11]=[CH:10][C:9](=[O:12])[CH:8]=[CH:7]1)C.O.[NH2:15][NH2:16]>C(O)C>[O:12]=[C:9]1[CH:10]=[CH:11][N:6]([CH2:5][C:4]([NH:15][NH2:16])=[O:3])[CH:7]=[CH:8]1 |f:1.2|. Procedure: As described for example 112a, (4-oxo-4H-pyridin-1-yl)-acetic acid ethyl ester (Bambury, Ronald E.; Edwards, Michael Louis; Miller, Laird Foulis. 4-Oxo-1-pyridinylpeniclliin and -cephalosporin derivatives. Ger. Offen. (1975)) in ethanol was reacted with hydrazine hydrate (1.2 equivalents) at rt for 72 h. The mixture was concentrated and crystallized from ethanol/diisopropylether and the title compound was obtained as a yellow solid (yield: 98%). MS: m/e=168.3 [M+H]+. Reactants: CCCCCC=CC(Sc1ccccc1)C1COC(=O)C1(CCCCCCC(=O)OC)C(=O)OC, CN(C)P(=O)(N(C)C)N(C)C, [Cl-], [Li+]. Product: CCCCCC=CC(Sc1ccccc1)C1COC(=O)C1CCCCCCC(=O)OC. As a reaction SMILES: [CH3:1][O:2][C:3](=[O:4])[C:5]1([CH2:26][CH2:27][CH2:28][CH2:29][CH2:30][CH2:31][C:32](=[O:33])[O:34][CH3:35])[C:6](=[O:25])[O:7][CH2:8][CH:9]1[CH:10]([CH:11]=[CH:12][CH2:13][CH2:14][CH2:15][CH2:16][CH3:17])[S:18][c:19]1[cH:20][cH:21][cH:22][cH:23][cH:24]1.[CH3:38][N:39]([CH3:40])[P:41](=[O:42])([N:43]([CH3:44])[CH3:45])[N:46]([CH3:47])[CH3:48].[Cl-:37].[Li+:36]>>[CH:5]1([CH2:26][CH2:27][CH2:28][CH2:29][CH2:30][CH2:31][C:32](=[O:33])[O:34][CH3:35])[C:6](=[O:25])[O:7][CH2:8][CH:9]1[CH:10]([CH:11]=[CH:12][CH2:13][CH2:14][CH2:15][CH2:16][CH3:17])[S:18][c:19]1[cH:20][cH:21][cH:22][cH:23][cH:24]1. Starting materials: Cl (HCl), [OH-].[K+] (KOH), [OH-].[K+] (KOH), Cl.CC=1C=NN(C1)C(N)=N (4-Methyl-1H-pyrazole-1-carboximidamide hydrochloride), C[O-].[Na+] (NaOMe), C(C)OC=C(C(=O)OCC)C(=O)OCC (diethyl ethoxymethylenemalonate). The solvent is CCOCC (Et2O), CCO (EtOH), CCO (EtOH), CCO (EtOH). Run at temperature 78 celsius, time 90 minute. Product: OC1=NC(=NC=C1C(=O)O)N1N=CC(=C1)C (4-Hydroxy-2-(4-methyl-1H-pyrazol-1-yl)pyrimidine-5-carboxylic acid). As a reaction SMILES: Cl.[CH3:2][C:3]1[CH:4]=[N:5][N:6]([C:8](=[NH:10])[NH2:9])[CH:7]=1.C[O-].[Na+].C([O:16][CH:17]=[C:18]([C:24](OCC)=O)[C:19]([O:21]CC)=[O:20])C.[OH-].[K+].Cl>CCO.CCOCC>[OH:16][C:17]1[C:18]([C:19]([OH:21])=[O:20])=[CH:24][N:9]=[C:8]([N:6]2[CH:7]=[C:3]([CH3:2])[CH:4]=[N:5]2)[N:10]=1 |f:0.1,2.3,5.6|. Procedure: The product of step A (9 g, 46.8 mmol), NaOMe (16.0 mL, 70.2 mmol, 25% wt in MeOH) and diethyl ethoxymethylenemalonate (9.55 mL, 46.8 mmol) was dissolved in EtOH (100 mL). The reaction was heated for 1 h at 78° C. and became very thick. The mixture was slightly cooled and KOH (5.25 g, 94 mmol, 4.5 M in water) was added and the reaction became a cake. EtOH (20 mL) was added and the reaction was reheated at 78° C. for 90 min. Additional KOH (0.88 g, 15.7 mmol, 1 M in water) and EtOH (15 mL) were a... The reactants are CN1CCC(O)(c2ccccc2)CC1, Cl. Yields the product CN1CC=C(c2ccccc2)CC1, Cl. Reaction SMILES: [CH3:1][N:2]1[CH2:3][CH2:4][C:5]([OH:8])([c:9]2[cH:10][cH:11][cH:12][cH:13][cH:14]2)[CH2:6][CH2:7]1.[ClH:15]>>[CH3:1][N:2]1[CH2:3][CH:4]=[C:5]([c:9]2[cH:10][cH:11][cH:12][cH:13][cH:14]2)[CH2:6][CH2:7]1.[ClH:15].